From a dataset of the Open Reaction Database (ORD), a public repository of structured organic reaction records. describe an organic reaction: reactants, conditions, products, and yield Starting materials: C1CCOC1, B1C2CCCC1CCC2, C=Cc1cc(Cl)c(C(=O)OC)[nH]1, [Na+], [OH-], OO. Product: COC(=O)c1[nH]c(CCO)cc1Cl. As a reaction SMILES: [CH2:26]1[O:27][CH2:28][CH2:29][CH2:30]1.[CH:13]12[CH2:14][CH2:15][CH2:16][CH:17]([BH:18]1)[CH2:19][CH2:20][CH2:21]2.[Cl:1][c:2]1[c:3]([C:9](=[O:10])[O:11][CH3:12])[nH:4][c:5]([CH:7]=[CH2:8])[cH:6]1.[Na+:23].[OH-:22].[OH:24][OH:25]>>[Cl:1][c:2]1[c:3]([C:9](=[O:10])[O:11][CH3:12])[nH:4][c:5]([CH2:7][CH2:8][OH:22])[cH:6]1. Reactants: NC1=CC=C(C(=O)O)C=C1 (4-aminobenzoic acid), CN(C1CNCC1)C (3-(dimethylamino)-pyrrolidine), CN(CCCN=C=NCC)C (1-(3-dimethylaminopropyl)-3-ethylcarbodiimide). Run in C(Cl)Cl (CH2Cl2), C(Cl)Cl (CH2Cl2). Run at time 16 hour. Product: NC1=CC=C(C(=O)N2CC(CC2)N(C)C)C=C1 (1-(4-Aminobenzoyl)-3-dimethylamino-pyrrolidine). Isolated yield 47.1%. RXN SMILES: [NH2:1][C:2]1[CH:10]=[CH:9][C:5]([C:6]([OH:8])=O)=[CH:4][CH:3]=1.[CH3:11][N:12]([CH3:18])[CH:13]1[CH2:17][CH2:16][NH:15][CH2:14]1.CN(C)CCCN=C=NCC>C(Cl)Cl>[NH2:1][C:2]1[CH:3]=[CH:4][C:5]([C:6]([N:15]2[CH2:16][CH2:17][CH:13]([N:12]([CH3:18])[CH3:11])[CH2:14]2)=[O:8])=[CH:9][CH:10]=1. Procedure details: A mixture of 4-aminobenzoic acid (1.4 g, 10 mmol), 3-(dimethylamino)-pyrrolidine (1.5 g, 13 mmol) and 1-(3-dimethylaminopropyl)-3-ethylcarbodiimide (2.5 g, 13 mmol) in CH2Cl2 is stirred at room temperature for 16 h, diluted with CH2Cl2, washed with water, dried over MgSO4 and concentrated in vacuo to give the title compound (1.1 g), identified by NMR analysis. Reactants: C[O-], CO, COc1cc2nc(Cl)nc(Cl)c2cc1OC, [Na+]. Yields the product COc1cc2nc(Cl)nc(OC)c2cc1OC. RXN SMILES: [CH3:1][O-:2].[CH3:20][OH:21].[Cl:4][c:5]1[n:6][c:7]2[cH:8][c:9]([O:18][CH3:19])[c:10]([O:16][CH3:17])[cH:11][c:12]2[c:13]([Cl:15])[n:14]1.[Na+:3]>>[CH3:1][O:2][c:13]1[c:12]2[c:7]([n:6][c:5]([Cl:4])[n:14]1)[cH:8][c:9]([O:18][CH3:19])[c:10]([O:16][CH3:17])[cH:11]2. Starting materials: ClC=1C=C(CN2C(=NC=C2)CN(CCN2CCNCC2)CC2=CC(=CC=C2)F)C=C(C1)Cl ([1-(3,5-dichloro-benzyl)-1H-imidazol-2-ylmethyl]-(3-fluoro-benzyl)-(2-piperazin-1-yl-ethyl)-amine), CC(=O)OC(=O)C (Ac2O), C(=O)(O)[O-].[Na+] (NaHCO3). Run in C(Cl)Cl (CH2Cl2). Yields the product ClC=1C=C(CN2C(=NC=C2)CN(CCN2CCN(CC2)C(C)=O)CC2=CC(=CC=C2)F)C=C(C1)Cl (1-(4-{2-[[1-(3,5-Dichloro-benzyl)-1H-imidazol-2-ylmethyl]-(3-fluoro-benzyl)-amino]-ethyl}-piperazin-1-yl)-ethanone). Isolated yield 67.5%. RXN SMILES: [Cl:1][C:2]1[CH:3]=[C:4]([CH:29]=[C:30]([Cl:32])[CH:31]=1)[CH2:5][N:6]1[CH:10]=[CH:9][N:8]=[C:7]1[CH2:11][N:12]([CH2:21][C:22]1[CH:27]=[CH:26][CH:25]=[C:24]([F:28])[CH:23]=1)[CH2:13][CH2:14][N:15]1[CH2:20][CH2:19][NH:18][CH2:17][CH2:16]1.[CH3:33][C:34](OC(C)=O)=[O:35].C([O-])(O)=O.[Na+]>C(Cl)Cl>[Cl:1][C:2]1[CH:3]=[C:4]([CH:29]=[C:30]([Cl:32])[CH:31]=1)[CH2:5][N:6]1[CH:10]=[CH:9][N:8]=[C:7]1[CH2:11][N:12]([CH2:21][C:22]1[CH:27]=[CH:26][CH:25]=[C:24]([F:28])[CH:23]=1)[CH2:13][CH2:14][N:15]1[CH2:16][CH2:17][N:18]([C:34](=[O:35])[CH3:33])[CH2:19][CH2:20]1 |f:2.3|. Reported procedure: To a solution of [1-(3,5-dichloro-benzyl)-1H-imidazol-2-ylmethyl]-(3-fluoro-benzyl)-(2-piperazin-1-yl-ethyl)-amine (55 mg, 0.12 mmol) in CH2Cl2 at ambient temperature was added dropwise Ac2O (34 μL, 0.36 mmol). The mixture was stirred for 2 h before addition of saturated NaHCO3 (6 mL). The mixture was extracted with CH2Cl2 (2×20 mL) and the combined extracts dried over Na2SO4 then concentrated in vacuo. The residue was purified by semi-preparative HPLC to provide the title compound (42 mg, 66%) ... Starting materials: FC1=CC2=C(NC(=N2)C(Cl)(Cl)Cl)C=C1F (5,6-difluoro-2-(trichloromethyl)-1H-benzimidazole), CC(CN[C@@H]1CN(C[C@@H](C1)C(=O)N1CCOCC1)C(=O)OC(C)(C)C)C (tert-butyl (3S,5R)-3-[(2-methylpropyl)amino]-5-(morpholin-4-ylcarbonyl)piperidine-1-carboxylate), C(O)([O-])=O.[Na+] (sodium hydrogen carbonate), O (water). Solvent: C1CCOC1 (THF). Run at time 1 hour. The product is FC1=CC2=C(NC(=N2)C(=O)N([C@@H]2CN(C[C@@H](C2)C(=O)N2CCOCC2)C(=O)OC(C)(C)C)CC(C)C)C=C1F (tert-butyl (3S,5R)-3-{[(5,6-difluoro-1H-benzimidazol-2-yl)carbonyl](2-methylpropyl)amino}-5-(morpholin-4-ylcarbonyl)piperidine-1-carboxylate). Isolated yield 70.2%. As a reaction SMILES: [F:1][C:2]1[C:14]([F:15])=[CH:13][C:5]2[NH:6][C:7]([C:9](Cl)(Cl)Cl)=[N:8][C:4]=2[CH:3]=1.[CH3:16][CH:17]([CH3:41])[CH2:18][NH:19][C@H:20]1[CH2:25][C@@H:24]([C:26]([N:28]2[CH2:33][CH2:32][O:31][CH2:30][CH2:29]2)=[O:27])[CH2:23][N:22]([C:34]([O:36][C:37]([CH3:40])([CH3:39])[CH3:38])=[O:35])[CH2:21]1.C(=O)([O-])[OH:43].[Na+].O>C1COCC1>[F:1][C:2]1[C:14]([F:15])=[CH:13][C:5]2[NH:6][C:7]([C:9]([N:19]([CH2:18][CH:17]([CH3:41])[CH3:16])[C@H:20]3[CH2:25][C@@H:24]([C:26]([N:28]4[CH2:33][CH2:32][O:31][CH2:30][CH2:29]4)=[O:27])[CH2:23][N:22]([C:34]([O:36][C:37]([CH3:39])([CH3:38])[CH3:40])=[O:35])[CH2:21]3)=[O:43])=[N:8][C:4]=2[CH:3]=1 |f:2.3|. Procedure details: To a solution of 5,6-difluoro-2-(trichloromethyl)-1H-benzimidazole (500 mg) and tert-butyl (3S,5R)-3-[(2-methylpropyl)amino]-5-(morpholin-4-ylcarbonyl)piperidine-1-carboxylate (680 mg) in THF (50 ml) were added sodium hydrogen carbonate (1.3 g) and water (20 ml), and the mixture was stirred at room temperature for 1 hr and extracted with ethyl acetate. The extract was washed with saturated brine, and dried over anhydrous sodium sulfate. The solvent was evaporated under reduced pressure. The resi... The reactants are Cl.ClC1=C(C=C(C=C1)[C@H](NC(=O)N1CC=2N=C(N=CC2CC1)NC(C)C)[C@H]1NCCC1)F (N—((S)-(4-chloro-3-fluorophenyl)((S)-pyrrolidin-2-yl)methyl)-2-(isopropylamino)-5,6-dihydropyrido[3,4-d]pyrimidine-7(8H)-carboxamide hydrochloride), CC(=O)OC(=O)C (Ac2O), TEA, C(Cl)Cl (DCM). Solvent: O (water). The product is C(C)(=O)N1[C@@H](CCC1)[C@@H](NC(=O)N1CC=2N=C(N=CC2CC1)NC(C)C)C1=CC(=C(C=C1)Cl)F (N—((S)—((S)-1-acetylpyrrolidin-2-yl)(4-chloro-3-fluorophenyl)methyl)-2-(isopropylamino)-5,6-dihydropyrido[3,4-d]pyrimidine-7(8H)-carboxamide). As a reaction SMILES: Cl.[Cl:2][C:3]1[CH:8]=[CH:7][C:6]([C@@H:9]([C@@H:27]2[CH2:31][CH2:30][CH2:29][NH:28]2)[NH:10][C:11]([N:13]2[CH2:22][CH2:21][C:20]3[CH:19]=[N:18][C:17]([NH:23][CH:24]([CH3:26])[CH3:25])=[N:16][C:15]=3[CH2:14]2)=[O:12])=[CH:5][C:4]=1[F:32].[CH3:33][C:34](OC(C)=O)=[O:35].C(Cl)Cl>O>[C:34]([N:28]1[CH2:29][CH2:30][CH2:31][C@H:27]1[C@H:9]([C:6]1[CH:7]=[CH:8][C:3]([Cl:2])=[C:4]([F:32])[CH:5]=1)[NH:10][C:11]([N:13]1[CH2:22][CH2:21][C:20]2[CH:19]=[N:18][C:17]([NH:23][CH:24]([CH3:25])[CH3:26])=[N:16][C:15]=2[CH2:14]1)=[O:12])(=[O:35])[CH3:33] |f:0.1|. Procedure details: A solution of 83 and Ac2O (6.45 μL, 0.0683 mmol), TEA (25.9 μL, 0.186 mmol) and DCM (5 mL) was stirred for 1 h then poured into water and extracted with DCM. The combined organic extracts were dried (MgSO4), filtered, and concentrated in vacuo. The crude product was purified by SiO2 chromatography eluting with DCM/MeOH (500:10) to afford 0.020 g (65.9%) of I-87: MS m/z (APCI-pos) M+1=489. Starting materials: C(C)O[C@@H]1[C@@H](CN(C1)C1=NC=CC=N1)NC1=NC(=C(N=C1CC)C=1C(=NC(=CC1)OC)C)CC (N-[(3R,4S)-4-ethoxy-1-pyrimidin-2-ylpyrrolidin-3-yl]-3,6-diethyl-5-(6-methoxy-2-methylpyridin-3-yl)pyrazin-2-amine), BrC1=NC=CC=C1 (2-bromo pyridine). Yields the product C(C)O[C@@H]1[C@@H](CN(C1)C1=NC=CC=C1)NC1=NC(=C(N=C1CC)C=1C(=NC(=CC1)OC)C)CC (N-[(3R,4S)-4-ethoxy-1-pyridin-2-ylpyrrolidin-3-yl]-3,6-diethyl-5-(6-methoxy-2-methylpyridin-3-yl)pyrazin-2-amine). RXN SMILES: [CH2:1]([O:3][C@H:4]1[CH2:8][N:7]([C:9]2[N:14]=[CH:13][CH:12]=[CH:11]N=2)[CH2:6][C@H:5]1[NH:15][C:16]1[C:21]([CH2:22][CH3:23])=[N:20][C:19]([C:24]2[C:25]([CH3:32])=[N:26][C:27]([O:30][CH3:31])=[CH:28][CH:29]=2)=[C:18]([CH2:33][CH3:34])[N:17]=1)[CH3:2].Br[C:36]1C=CC=CN=1>>[CH2:1]([O:3][C@H:4]1[CH2:8][N:7]([C:9]2[CH:36]=[CH:11][CH:12]=[CH:13][N:14]=2)[CH2:6][C@H:5]1[NH:15][C:16]1[C:21]([CH2:22][CH3:23])=[N:20][C:19]([C:24]2[C:25]([CH3:32])=[N:26][C:27]([O:30][CH3:31])=[CH:28][CH:29]=2)=[C:18]([CH2:33][CH3:34])[N:17]=1)[CH3:2]. Procedure: Following the procedure for the preparation of N-[(3R,4S)-4-ethoxy-1-pyrimidin-2-ylpyrrolidin-3-yl]-3,6-diethyl-5-(6-methoxy-2-methylpyridin-3-yl)pyrazin-2-amine but substituting 2-bromo pyridine provided the title compound as an amporphous solid: Starting materials: CC(C)N1C(=O)CCC1C(=O)O, CCN=C=NCCCN(C)C, CN(C)C=O, NCc1ccc(F)cc1Cl, ClCCl, Cl, On1nnc2ccccc21. Yields the product CC(C)N1C(=O)CCC1C(=O)NCc1ccc(F)cc1Cl. As a reaction SMILES: [CH3:1][CH:2]([CH3:3])[N:4]1[CH:5]([C:6](=[O:7])[OH:8])[CH2:9][CH2:10][C:11]1=[O:12].[CH3:34][N:35]([CH3:36])[CH2:37][CH2:38][CH2:39][N:40]=[C:41]=[N:42][CH2:43][CH3:44].[CH3:48][N:49]([CH3:50])[CH:51]=[O:52].[Cl:23][c:24]1[c:25]([CH2:31][NH2:32])[cH:26][cH:27][c:28]([F:30])[cH:29]1.[Cl:45][CH2:46][Cl:47].[ClH:33].[OH:13][n:14]1[c:15]2[cH:16][cH:17][cH:18][cH:19][c:20]2[n:21][n:22]1>>[CH3:1][CH:2]([CH3:3])[N:4]1[CH:5]([C:6](=[O:8])[NH:32][CH2:31][c:25]2[c:24]([Cl:23])[cH:29][c:28]([F:30])[cH:27][cH:26]2)[CH2:9][CH2:10][C:11]1=[O:12].